Dataset: the Open Reaction Database (ORD), a public repository of structured organic reaction records. Task: describe an organic reaction: reactants, conditions, products, and yield Starting materials: NC1=C(COC=2C=3N(C=CC2)C(=C(N3)C)C=O)C(=CC=C1)C (8-(2-amino-6-methylbenzyloxy)-3-formyl-2-methylimidazo[1,2-a]pyridine), ClC(=O)OCCCl (2-chloroethyl chloroformate). The solvent is ClCCl (dichloromethane). Product: ClCCOC(=O)NC1=C(COC=2C=3N(C=CC2)C(=C(N3)C)C=O)C(=CC=C1)C (8-[2-(2-Chloroethoxycarbonylamino)-6-methylbenzyloxy]-3-formyl-2-methylimidazo[1,2-a]pyridine). RXN SMILES: [NH2:1][C:2]1[CH:21]=[CH:20][CH:19]=[C:18]([CH3:22])[C:3]=1[CH2:4][O:5][C:6]1[C:7]2[N:8]([C:12]([CH:16]=[O:17])=[C:13]([CH3:15])[N:14]=2)[CH:9]=[CH:10][CH:11]=1.Cl[C:24]([O:26][CH2:27][CH2:28][Cl:29])=[O:25]>ClCCl>[Cl:29][CH2:28][CH2:27][O:26][C:24]([NH:1][C:2]1[CH:21]=[CH:20][CH:19]=[C:18]([CH3:22])[C:3]=1[CH2:4][O:5][C:6]1[C:7]2[N:8]([C:12]([CH:16]=[O:17])=[C:13]([CH3:15])[N:14]=2)[CH:9]=[CH:10][CH:11]=1)=[O:25]. Procedure details: According to the procedure indicated in Example 1a, 8-(2-amino-6-methylbenzyloxy)-3-formyl-2-methylimidazo[1,2-a]pyridine (2.36 g) and 2-chloroethyl chloroformate (1.3 g) in dichloromethane (150 ml) give the title compound as a brown oil which is used directly for further reaction in 3b. Starting materials: CC=CC(c1ccc(C(F)(F)F)cc1)C(C(=O)O)C(=O)OC(C)(C)C, CO, CCCCCC, C[Si](C)(C)C=[N+]=[N-], c1ccccc1. Yields the product CC=CC(c1ccc(C(F)(F)F)cc1)C(C(=O)OC)C(=O)OC(C)(C)C. Reaction SMILES: [C:1]([CH3:2])([CH3:3])([CH3:4])[O:5][C:6](=[O:7])[CH:8]([C:9](=[O:10])[OH:11])[CH:12]([CH:13]=[CH:14][CH3:15])[c:16]1[cH:17][cH:18][c:19]([C:22]([F:23])([F:24])[F:25])[cH:20][cH:21]1.[CH3:26][OH:27].[CH3:35][CH2:36][CH2:37][CH2:38][CH2:39][CH3:40].[Si:28]([CH3:29])([CH:30]=[N+:31]=[N-:32])([CH3:33])[CH3:34].[cH:41]1[cH:42][cH:43][cH:44][cH:45][cH:46]1>>[C:1]([CH3:2])([CH3:3])([CH3:4])[O:5][C:6](=[O:7])[CH:8]([C:9](=[O:10])[O:11][CH3:29])[CH:12]([CH:13]=[CH:14][CH3:15])[c:16]1[cH:17][cH:18][c:19]([C:22]([F:23])([F:24])[F:25])[cH:20][cH:21]1. The reactants are CCCCCCCCCCCCCCCCS(=O)(=O)Cl, COc1cc(CO)c([N+](=O)[O-])cc1OC, CC(C)=O, C1CCC(NC2CCCCC2)CC1. Yields the product CCCCCCCCCCCCCCCCS(=O)(=O)OCc1cc(OC)c(OC)cc1[N+](=O)[O-]. Reaction SMILES: [CH2:16]([CH2:17][CH2:18][CH2:19][CH2:20][CH2:21][CH2:22][CH2:23][CH2:24][CH2:25][CH2:26][CH2:27][CH2:28][CH2:29][CH2:30][CH3:31])[S:32](=[O:33])(=[O:34])[Cl:35].[CH3:1][O:2][c:3]1[cH:4][c:5]([N+:13](=[O:14])[O-:15])[c:6]([CH2:7][OH:8])[cH:9][c:10]1[O:11][CH3:12].[CH3:36][C:37](=[O:38])[CH3:39].[CH:40]1([NH:41][CH:42]2[CH2:43][CH2:44][CH2:45][CH2:46][CH2:47]2)[CH2:48][CH2:49][CH2:50][CH2:51][CH2:52]1>>[CH3:1][O:2][c:3]1[cH:4][c:5]([N+:13](=[O:14])[O-:15])[c:6]([CH2:7][O:8][S:32]([CH2:16][CH2:17][CH2:18][CH2:19][CH2:20][CH2:21][CH2:22][CH2:23][CH2:24][CH2:25][CH2:26][CH2:27][CH2:28][CH2:29][CH2:30][CH3:31])(=[O:33])=[O:34])[cH:9][c:10]1[O:11][CH3:12]. Starting materials: COC(=O)C=1NC2=CC(=CC=C2C1)C(=O)O (2-(Methoxycarbonyl)indole-6-carboxylic acid), NCCN1CCOCC1 (4-(2-aminoethyl)-morpholine). The solvent is CO (MeOH). Product: COC(=O)C=1NC2=CC(=CC=C2C1)C(=O)NCCN1CCOCC1 (2-(methoxycarbonyl)-N-[2-(4-morpholinyl)ethyl]indole-6-carboxamide). The yield is 78.0%. RXN SMILES: [CH3:1][O:2][C:3]([C:5]1[NH:6][C:7]2[C:12]([CH:13]=1)=[CH:11][CH:10]=[C:9]([C:14]([OH:16])=O)[CH:8]=2)=[O:4].[NH2:17][CH2:18][CH2:19][N:20]1[CH2:25][CH2:24][O:23][CH2:22][CH2:21]1>CO>[CH3:1][O:2][C:3]([C:5]1[NH:6][C:7]2[C:12]([CH:13]=1)=[CH:11][CH:10]=[C:9]([C:14]([NH:17][CH2:18][CH2:19][N:20]1[CH2:25][CH2:24][O:23][CH2:22][CH2:21]1)=[O:16])[CH:8]=2)=[O:4]. Reported procedure: 2-(Methoxycarbonyl)indole-6-carboxylic acid was coupled with 4-(2-aminoethyl)-morpholine by the method described above to give 2-(methoxycarbonyl)-N-[2-(4-morpholinyl)ethyl]indole-6-carboxamide as a white powder (78%), mp 226-227.5° C. (MeOH). 1H NMR [(CD3)2SO] δ12.24 (s, 1H, indole NH), 8.42 (t, J=5.6 Hz, 1H, amide NH), 7.97 (s, 1H, H-3 or H-7), 7.71 (d, J=8.4 Hz, 1H, H-4), 7.56 (dd, J=8.4, 1.5 Hz, 1H, H-5), 7.20 (s, 1H, H-3 or H-7), 3.90 (s, 3H, CO2Me), 3.58 (t, J=4.6 Hz, 4H, CH2O), 3.41 (q, J... Starting materials: C([O-])([O-])=O.[Cs+].[Cs+] (cesium carbonate), C(C)(=S)O (thioacetic acid), ClC1=CC(=C(C=C1)OC)CCl (4-chloro-2-chloromethyl-1-methoxybenzene). The solvent is C(C)(=O)OCC (ethyl acetate), CN(C=O)C (dimethylformamide). Run at time 8 hour. The product is ClC=1C=CC(=C(CSC(C)=O)C1)OC (Thioacetic acid S-(5-chloro-2-methoxy-benzyl)ester). Isolated yield 96.0%. As a reaction SMILES: C(=O)([O-])[O-].[Cs+].[Cs+].[C:7]([OH:10])(=[S:9])[CH3:8].[Cl:11][C:12]1[CH:17]=[CH:16][C:15]([O:18][CH3:19])=[C:14]([CH2:20]Cl)[CH:13]=1>CN(C)C=O.C(OCC)(=O)C>[Cl:11][C:12]1[CH:17]=[CH:16][C:15]([O:18][CH3:19])=[C:14]([CH:13]=1)[CH2:20][S:9][C:7](=[O:10])[CH3:8] |f:0.1.2|. Procedure: To a solution of cesium carbonate (0.55 g, 1.70 mmol) in dimethylformamide (13 mL) was added thioacetic acid (0.24 g, 3.14 mmol) followed by addition of 4-chloro-2-chloromethyl-1-methoxybenzene (0.50 g, 2.62 mmol) in one portion. The reaction was stirred in the dark at ambient temperature overnight. The reaction was diluted with ethyl acetate, washed with water, 5% aqueous sodium hydrogen carbonate, and brine. The organic layer was separated, dried over sodium sulfate, filtered and concentrated ... The reactants are BrC=1C2=CC=CC=C2C=C2C=CC=CC12 (9-bromoanthracene), C(C)OC1=CC=C(C2=CC=CC=C12)B(O)O ((4-ethoxynaphthalen-1-yl)boronic acid), P(=O)([O-])([O-])[O-].[K+].[K+].[K+] (potassium phosphate), C=1(C)C(C)=CC(C)=CC1 (pseudo cumene). The reagents and catalysts are C=1C=CC(=CC1)/C=C/C(=O)/C=C/C2=CC=CC=C2.C=1C=CC(=CC1)/C=C/C(=O)/C=C/C2=CC=CC=C2.[Pd] (Pd(dba)2), C1(CCCCC1)P(C1CCCCC1)C1CCCCC1 (tricyclohexyl phosphine). Run in C(C)(C)(C)O (t-butyl alcohol). Yields the product C(C)OC1=CC=C(C2=CC=CC=C12)C=1C2=CC=CC=C2C=C2C=CC=CC12 (9-(4-ethoxynaphthalen-1-yl)anthracene). Isolated yield 85.7%. Reaction SMILES: Br[C:2]1[C:3]2[C:8]([CH:9]=[C:10]3[C:15]=1[CH:14]=[CH:13][CH:12]=[CH:11]3)=[CH:7][CH:6]=[CH:5][CH:4]=2.[CH2:16]([O:18][C:19]1[C:28]2[C:23](=[CH:24][CH:25]=[CH:26][CH:27]=2)[C:22](B(O)O)=[CH:21][CH:20]=1)[CH3:17].P([O-])([O-])([O-])=O.[K+].[K+].[K+].C1(C(=CC(=CC=1)C)C)C>C1C=CC(/C=C/C(/C=C/C2C=CC=CC=2)=O)=CC=1.C1C=CC(/C=C/C(/C=C/C2C=CC=CC=2)=O)=CC=1.[Pd].C1(P(C2CCCCC2)C2CCCCC2)CCCCC1.C(O)(C)(C)C>[CH2:16]([O:18][C:19]1[C:28]2[C:23](=[CH:24][CH:25]=[CH:26][CH:27]=2)[C:22]([C:2]2[C:15]3[C:10]([CH:9]=[C:8]4[C:3]=2[CH:4]=[CH:5][CH:6]=[CH:7]4)=[CH:11][CH:12]=[CH:13][CH:14]=3)=[CH:21][CH:20]=1)[CH3:17] |f:2.3.4.5,7.8.9|. Procedure details: 9-bromoanthracene (75.0 g), (4-ethoxynaphthalen-1-yl)boronic acid (78.0 g), Pd(dba)2 (5.0 g), tricyclohexyl phosphine (4.9 g), potassium phosphate (124.0 g), and a mixture solvent (440 ml) of pseudo cumene and t-butyl alcohol (pseudo cumene/t-butyl alcohol=10/1 (volume ratio)) were added to a flask and refluxed for 8 hours. The reaction solution was cooled to room temperature and the precipitated solid were collected by suction filtration. The obtained solid was washed with aqueous solution of E...